From a dataset of the Open Reaction Database (ORD), a public repository of structured organic reaction records. describe an organic reaction: reactants, conditions, products, and yield Starting materials: NC1=C(C=C(C=C1Cl)C(CN(CCCCCCOCC#CC1=CC=C(C=N1)NC(C)=O)CC1=CC=CC=C1)O)Cl (N-[6-[3-[[6-[[2-(4-amino-3,5-dichlorophenyl)-2-hydroxyethyl](phenylmethyl)amino]hexyl]oxy]-1-propynyl]-3-pyridinyl]acetamide), Cl (hydrochloric acid). The reagents and catalysts are [Pd]=O (palladium oxide). Solvent: C(C)O (ethanol). The product is NC1=C(C=C(C=C1Cl)C(CNCCCCCCOCCCC1=CC=C(C=N1)NC(C)=O)O)Cl (N-[6-[3-[[6-[[2-(4-Amino-3,5-dichlorophenyl)-2-hydroxyethyl]amino]hexyl]oxy]propyl]-3-pyridinyl]acetamide). Yield: 29.3%. RXN SMILES: [NH2:1][C:2]1[C:7]([Cl:8])=[CH:6][C:5]([CH:9]([OH:39])[CH2:10][N:11](CC2C=CC=CC=2)[CH2:12][CH2:13][CH2:14][CH2:15][CH2:16][CH2:17][O:18][CH2:19][C:20]#[C:21][C:22]2[N:27]=[CH:26][C:25]([NH:28][C:29](=[O:31])[CH3:30])=[CH:24][CH:23]=2)=[CH:4][C:3]=1[Cl:40].Cl>C(O)C.[Pd]=O>[NH2:1][C:2]1[C:7]([Cl:8])=[CH:6][C:5]([CH:9]([OH:39])[CH2:10][NH:11][CH2:12][CH2:13][CH2:14][CH2:15][CH2:16][CH2:17][O:18][CH2:19][CH2:20][CH2:21][C:22]2[N:27]=[CH:26][C:25]([NH:28][C:29](=[O:31])[CH3:30])=[CH:24][CH:23]=2)=[CH:4][C:3]=1[Cl:40]. Reported procedure: A solution of N-[6-[3-[[6-[[2-(4-amino-3,5-dichlorophenyl)-2-hydroxyethyl](phenylmethyl)amino]hexyl]oxy]-1-propynyl]-3-pyridinyl]acetamide (1 g) was hydrogenated over palladium oxide on carbon (50% aqueous paste, 1 g) in ethanol (50 ml) containing hydrochloric acid for 24 h. The catalyst was removed by filtration through hyflo, the solvent was evaporated and the residual oil was partitioned between 8% sodium bicarbonate solution (150 ml) and ethyl acetate (150 ml). The combined organic extracts ... The reactants are C1(CCCCC1)C(C1=C(OC(=C1)C1=CC=C(C=C1)F)COC)NC1=CC=C(C(=O)O)C=C1 (4-({cyclohexyl[5-(4-fluorophenyl)-2-(methoxymethyl)furan-3-yl]methyl}amino)benzoic acid), CNCCC(=O)OCC (ethyl 3-(methylamino)propanoate), Cl.C(C)N=C=NCCCN(C)C (1-ethyl-3-(3-dimethylaminopropyl)carbodiimide hydrochloride), O.OC1=CC=CC=2NN=NC21 (hydroxybenzotriazole monohydrate). Run in C(C)(=O)OCC (Ethyl acetate), CN(C=O)C (N,N-dimethylformamide), C(C)N(CC)CC (triethylamine). Reaction conditions: time 1 hour. The product is C1(CCCCC1)C(C1=C(OC(=C1)C1=CC=C(C=C1)F)COC)NC1=CC=C(C=C1)C(=O)N(CCC(=O)O)C (3-[{[4-({cyclohexyl[5-(4-fluorophenyl)-2-(methoxymethyl)furan-3-yl]methyl}amino)phenyl]carbonyl}(methyl)amino]propanoic acid). Isolated yield 80.3%. RXN SMILES: [CH:1]1([CH:7]([NH:23][C:24]2[CH:32]=[CH:31][C:27](C(O)=O)=[CH:26][CH:25]=2)[C:8]2[CH:12]=[C:11]([C:13]3[CH:18]=[CH:17][C:16]([F:19])=[CH:15][CH:14]=3)[O:10][C:9]=2[CH2:20][O:21][CH3:22])[CH2:6][CH2:5][CH2:4][CH2:3][CH2:2]1.[CH3:33][NH:34][CH2:35][CH2:36][C:37]([O:39]CC)=[O:38].Cl.C(N=C=NCCCN(C)C)C.O.[OH:55][C:56]1C2N=NNC=2C=CC=1>CN(C)C=O.C(OCC)(=O)C.C(N(CC)CC)C>[CH:1]1([CH:7]([NH:23][C:24]2[CH:25]=[CH:26][C:27]([C:56]([N:34]([CH3:33])[CH2:35][CH2:36][C:37]([OH:39])=[O:38])=[O:55])=[CH:31][CH:32]=2)[C:8]2[CH:12]=[C:11]([C:13]3[CH:14]=[CH:15][C:16]([F:19])=[CH:17][CH:18]=3)[O:10][C:9]=2[CH2:20][O:21][CH3:22])[CH2:2][CH2:3][CH2:4][CH2:5][CH2:6]1 |f:2.3,4.5|. Procedure: A solution of 4-({cyclohexyl[5-(4-fluorophenyl)-2-(methoxymethyl)furan-3-yl]methyl}amino)benzoic acid (219 mg), ethyl 3-(methylamino)propanoate (79 mg), 1-ethyl-3-(3-dimethylaminopropyl)carbodiimide hydrochloride (115 mg), hydroxybenzotriazole monohydrate (92 mg) and triethylamine (84 μL) in N,N-dimethylformamide (10 mL) was stirred at room temperature for 4 hr. Ethyl acetate was added, the mixture was washed with saturated aqueous sodium hydrogen carbonate solution and water, and the organic la... Starting materials: Cl (hydrochloric acid), [OH-].[Na+] (Sodium hydroxide), C(=O)NC1(C(NC2=CC=CC=C2C1)=O)C(=O)OCC (ethyl 3-(formylamino)-1,2,3,4-tetrahydro-2-oxo-3-quinolinecarboxylate), O (water). Solvent: CO (methanol). Run at time 30 minute. The product is C(=O)NC1C(NC2=CC=CC=C2C1)=O (3-(Formylamino)-3,4-dihydro-2(1H)quinolinone). Isolated yield 83.1%. Reaction SMILES: [OH-].[Na+].[CH:3]([NH:5][C:6]1(C(OCC)=O)[CH2:15][C:14]2[C:9](=[CH:10][CH:11]=[CH:12][CH:13]=2)[NH:8][C:7]1=[O:16])=[O:4].O.Cl>CO>[CH:3]([NH:5][CH:6]1[CH2:15][C:14]2[C:9](=[CH:10][CH:11]=[CH:12][CH:13]=2)[NH:8][C:7]1=[O:16])=[O:4] |f:0.1|. Reported procedure: Sodium hydroxide (50 mL of 4.0 N, 0.20 mol) was added to a stirred solution of ethyl 3-(formylamino)-1,2,3,4-tetrahydro-2-oxo-3-quinolinecarboxylate (11.3 g, 0.043 mol) in methanol (250 mL). After 30 minutes, a white precipitate appeared and, after 45 minutes water (50 mL) was added to the reaction. After refluxing overnight, hydrochloric acid (50 mL of 4.0 N, 0.20 mol) was added and the solvents were removed under reduced pressure. The residual solid was refluxed in ethanol (200 mL) for 1 hour,... Reactants: C1(CC1)C=1N=CC(=NC1OCC1CC1)C(=O)O (5-cyclopropyl-6-cyclopropylmethoxy-pyrazine-2-carboxylic acid), Cl.COC([C@H](CC1CC1)N)=O ((αS)-α-amino-cyclopropanepropanoic acid methyl ester hydrochloride). Yields the product COC([C@H](CC1CC1)NC(=O)C1=NC(=C(N=C1)C1CC1)OCC1CC1)=O ((S)-3-Cyclopropyl-2-[(5-cyclopropyl-6-cyclopropylmethoxy-pyrazine-2-carbonyl)-amino]-propionic acid methyl ester). As a reaction SMILES: [CH:1]1([C:4]2[N:5]=[CH:6][C:7]([C:15]([OH:17])=O)=[N:8][C:9]=2[O:10][CH2:11][CH:12]2[CH2:14][CH2:13]2)[CH2:3][CH2:2]1.Cl.[CH3:19][O:20][C:21](=[O:28])[C@@H:22]([NH2:27])[CH2:23][CH:24]1[CH2:26][CH2:25]1>>[CH3:19][O:20][C:21](=[O:28])[C@@H:22]([NH:27][C:15]([C:7]1[CH:6]=[N:5][C:4]([CH:1]2[CH2:2][CH2:3]2)=[C:9]([O:10][CH2:11][CH:12]2[CH2:13][CH2:14]2)[N:8]=1)=[O:17])[CH2:23][CH:24]1[CH2:26][CH2:25]1 |f:1.2|. Procedure details: The title compound was synthesized in analogy to Example 6, using 5-cyclopropyl-6-cyclopropylmethoxy-pyrazine-2-carboxylic acid (Example 10 g) and (αS)-α-amino-cyclopropanepropanoic acid methyl ester hydrochloride (1:1) (CAN 206438-31-5) as starting materials, and isolated (80 mg, 75%) as yellow oil; LC-MS (UV peak area, ESI) 100%, 360.1920 (M+H).